From a dataset of the Open Reaction Database (ORD), a public repository of structured organic reaction records. describe an organic reaction: reactants, conditions, products, and yield Starting materials: CCOP(=O)(CC#N)OCC, C1CCOC1, CC(C)(C)[O-], COc1nc(OC)c(C(C)C)c(C(=O)c2cc(C)cc(C=O)c2)n1, [K+]. Yields the product COc1nc(OC)c(C(C)C)c(C(=O)c2cc(C)cc(C=CC#N)c2)n1. Reaction SMILES: [C:25](#[N:26])[CH2:27][P:28](=[O:29])([O:30][CH2:31][CH3:32])[O:33][CH2:34][CH3:35].[CH2:42]1[O:43][CH2:44][CH2:45][CH2:46]1.[CH3:36][C:37]([CH3:38])([O-:39])[CH3:40].[CH:1]([CH3:2])([CH3:3])[c:4]1[c:5]([C:14](=[O:15])[c:16]2[cH:17][c:18]([CH:19]=[O:20])[cH:21][c:22]([CH3:24])[cH:23]2)[n:6][c:7]([O:12][CH3:13])[n:8][c:9]1[O:10][CH3:11].[K+:41]>>[CH:1]([CH3:2])([CH3:3])[c:4]1[c:5]([C:14](=[O:15])[c:16]2[cH:17][c:18]([CH:19]=[CH:27][C:25]#[N:26])[cH:21][c:22]([CH3:24])[cH:23]2)[n:6][c:7]([O:12][CH3:13])[n:8][c:9]1[O:10][CH3:11]. Starting materials: ( 434 ), N[C@H]1[C@@H]2N(C(=C(CS2)[C@@H]2O[C@@H](CC2)COC)C(=O)OCC2=CC=C(C=C2)OC)C1=O (4-methoxybenzyl (6R,7R)-7-amino-3-[(2R,5S)-5-methoxymethyltetrahydrofuran-2-yl]ceph-3-em-4-carboxylate), ( 434 ). The solvent is C(Cl)(Cl)Cl (CHCl3), C(Cl)(Cl)Cl (CHCl3). Product: N[C@H]1[C@@H]2N(C(=C(CS2)C2OC(CC2)COC)C(=O)OCC2=CC=C(C=C2)OC)C1=O (4-Methoxybenzyl (6R,7R)-7-Amino-3-(5-methoxymethyltetrahydrofuran-2-yl)ceph-3-em-4-carboxylate). Reaction SMILES: [NH2:1][C@@H:2]1[C:29](=[O:30])[N:4]2[C:5]([C:17]([O:19][CH2:20][C:21]3[CH:26]=[CH:25][C:24]([O:27][CH3:28])=[CH:23][CH:22]=3)=[O:18])=[C:6]([C@H:9]3[CH2:13][CH2:12][C@@H:11]([CH2:14][O:15][CH3:16])[O:10]3)[CH2:7][S:8][C@H:3]12>C(Cl)(Cl)Cl>[NH2:1][C@@H:2]1[C:29](=[O:30])[N:4]2[C:5]([C:17]([O:19][CH2:20][C:21]3[CH:22]=[CH:23][C:24]([O:27][CH3:28])=[CH:25][CH:26]=3)=[O:18])=[C:6]([CH:9]3[CH2:13][CH2:12][CH:11]([CH2:14][O:15][CH3:16])[O:10]3)[CH2:7][S:8][C@H:3]12. Procedure: A solution of 4-methoxybenzyl (6R,7R)-3-[(2RS,5SR)-5-methoxymethyltetrahydrofuran-2-yl]-7-phenoxyacetamidoceph-3-em-4-carboxylate (1.93g) in dichloromethane (25ml) was cooled to -15 to -20° C., N-methylmorpholine (0.75ml) was added followed by a solution of phosphorus pentachloride in dichloromethane (26.5ml of a solution containing 40mg.ml-1). The mixture was stirred at the same temperature for 0.5h and then methanol (6.8ml) was added and the mixture stirred at room temperature for 0.5h. Water ... Starting materials: NC1=C2C(=NC=N1)N(N=C2C2=CC=C(C=C2)NC=2OC1=C(N2)C(=CC=C1)C)[C@@H]1CC[C@@H](CC1)N1CCN(CC1)C (cis-N2-(4-{4-amino-1-[4-(4-methylpiperazino)cyclohexyl]-1H-pyrazolo[3,4-d]pyrimidin-3-yl}phenyl)-4-methyl-1,3-benzoxazol-2-amine), NC1=CC=C(C=C1)C1=NN(C2=NC=NC(=C21)N)[C@@H]2CC[C@@H](CC2)N2CCN(CC2)C (cis-3-(4-aminophenyl)-1-[4-(4-methylpiperazino)cyclohexyl]-1H-pyrazolo[3,4-d]pyrimidin-4-amine), NC1=C(C(=CC=C1)Cl)O (2-amino-6-chlorophenol). Product: NC1=C2C(=NC=N1)N(N=C2C2=CC=C(C=C2)NC=2OC1=C(N2)C=CC=C1Cl)[C@@H]1CC[C@@H](CC1)N1CCN(CC1)C (Cis-N2-(4-{4-Amino-1-[4-(4-methylpiperazino)cyclohexyl]-1H-pyrazolo[3,4-d]pyrimidin-3-yl}phenyl)-7-chloro-1,3-benzoxazol-2-amine), solid. Isolated yield 13.0%. RXN SMILES: NC1C=CC(C2C3C(=NC=NC=3N)N([C@H]3CC[C@@H](N4CCN(C)CC4)CC3)N=2)=CC=1.[NH2:31][C:32]1[CH:37]=[CH:36][CH:35]=[C:34]([Cl:38])[C:33]=1[OH:39].[NH2:40][C:41]1[N:46]=[CH:45][N:44]=[C:43]2[N:47]([C@H:67]3[CH2:72][CH2:71][C@@H:70]([N:73]4[CH2:78][CH2:77][N:76]([CH3:79])[CH2:75][CH2:74]4)[CH2:69][CH2:68]3)[N:48]=[C:49]([C:50]3[CH:55]=[CH:54][C:53]([NH:56][C:57]4OC5C=CC=C(C)C=5N=4)=[CH:52][CH:51]=3)[C:42]=12>>[NH2:40][C:41]1[N:46]=[CH:45][N:44]=[C:43]2[N:47]([C@H:67]3[CH2:72][CH2:71][C@@H:70]([N:73]4[CH2:74][CH2:75][N:76]([CH3:79])[CH2:77][CH2:78]4)[CH2:69][CH2:68]3)[N:48]=[C:49]([C:50]3[CH:55]=[CH:54][C:53]([NH:56][C:57]4[O:39][C:33]5[C:34]([Cl:38])=[CH:35][CH:36]=[CH:37][C:32]=5[N:31]=4)=[CH:52][CH:51]=3)[C:42]=12. Procedure details: Cis-N2-(4-{4-Amino-1-[4-(4-methylpiperazino)cyclohexyl]-1H-pyrazolo[3,4-d]pyrimidin-3-yl}phenyl)-7-chloro-1,3-benzoxazol-2-amine was prepared from cis-3-(4-aminophenyl)-1-[4-(4-methylpiperazino)cyclohexyl]-1H-pyrazolo[3,4-d]pyrimidin-4-amine (0.100 g, 0.245 mmol) and 2-amino-6-chlorophenol (0.053 g, 0.367 mmol) in a manner similar to that used in the synthesis of cis-N2-(4-{4-amino-1-[4-(4-methylpiperazino)cyclohexyl]-1H-pyrazolo[3,4-d]pyrimidin-3-yl}phenyl)-4-methyl-1,3-benzoxazol-2-amine (PH40... Starting materials: ClC1=C(C(=NN1C)C(F)F)C=O (5-chloro-3-(difluoromethyl)-1-methyl-1H-pyrazole-4-carbaldehyde), ClC1=CC=C(C=C1)O (4-chlorophenol), C([O-])([O-])=O.[K+].[K+] (potassium carbonate). Product: ClC1=CC=C(OC2=C(C(=NN2C)C(F)F)C(=O)O)C=C1 (5-(4-chlorophenoxy)-3-(difluoromethyl)-1-methyl-1H-pyrazole-4-carboxylic acid). Reaction SMILES: Cl[C:2]1[N:6]([CH3:7])[N:5]=[C:4]([CH:8]([F:10])[F:9])[C:3]=1[CH:11]=[O:12].[Cl:13][C:14]1[CH:19]=[CH:18][C:17]([OH:20])=[CH:16][CH:15]=1.C(=O)([O-])[O-:22].[K+].[K+]>>[Cl:13][C:14]1[CH:19]=[CH:18][C:17]([O:20][C:2]2[N:6]([CH3:7])[N:5]=[C:4]([CH:8]([F:10])[F:9])[C:3]=2[C:11]([OH:12])=[O:22])=[CH:16][CH:15]=1 |f:2.3.4|. Reported procedure: The title compound was prepared using 5-chloro-3-(difluoromethyl)-1-methyl-1H-pyrazole-4-carbaldehyde and 4-chlorophenol in the manner similar to the method in Production Example 1 above except potassium carbonate was used instead of potassium hydroxide. Starting materials: S(O)(O)(=O)=O (sulfuric acid), NN=C(C1=CC=CC=C1)C1=C(C=CC=2N(C3=C(CCC21)C=CC=C3)N)CC3=CC=CC=C3 (N-aminoiminodibenzyl (5-amino-10,11-dihydro-5H-dibenz[b,f]azepine)), Cl.N1CCC(CC1)=O (4-piperidone hydrochloride), N (ammonia), 8,9,14a-octahydropyridoof. Solvent: C(C)O (ethanol), C(C)O (ethanol), O (water). Run at time 40 minute. The product is Cl.C1=CC2=CC=CC3=C2N1C1=C(C=C3)C=CC=C1 (indolo[1,7ab][1]benzazepine hydrochloride). Reaction SMILES: NN=C([C:10]1[C:20]2[CH2:19][CH2:18][C:17]3[CH:21]=[CH:22][CH:23]=[CH:24][C:16]=3N(N)[C:14]=2[CH:13]=[CH:12][C:11]=1[CH2:26][C:27]1C=CC=CC=1)C1C=CC=CC=1.[ClH:33].N1CCC(=O)CC1.S(=O)(=O)(O)O.[NH3:46]>O.C(O)C>[ClH:33].[CH:27]1[N:46]2[C:16]3[CH:24]=[CH:23][CH:22]=[CH:21][C:17]=3[CH:18]=[CH:19][C:20]3=[C:10]2[C:11](=[CH:12][CH:13]=[CH:14]3)[CH:26]=1 |f:1.2,7.8|. Procedure: A mixture of 24.6 g of N-aminoiminodibenzyl (5-amino-10,11-dihydro-5H-dibenz[b,f]azepine) and 14.8 g of 4-piperidone hydrochloride in 250 ml. ethanol was heated on a steam bath for 15 minutes 1,2,3,4,4cooled; 8,9,14a-octahydropyridoof 20 g. indoloconcentrated sulfuric acid in 250 ml. ethanol was added. The resulting mixture was reheated on the steam bath for an additional 40 minutes; the solution which formed was cooled, basified with ammonia, and diluted with 1 liter of water. The crude, semiso... Starting materials: COc1ccc2cc(C(=O)O)c(C)nc2c1, NCC1CN(c2ccc(N3CCSCC3)c(F)c2)C(=O)O1. The product is COc1ccc2cc(C(=O)NCC3CN(c4ccc(N5CCSCC5)c(F)c4)C(=O)O3)c(C)nc2c1. Reaction SMILES: [CH3:1][O:2][c:3]1[cH:4][cH:5][c:6]2[cH:7][c:8]([C:14](=[O:15])[OH:16])[c:9]([CH3:13])[n:10][c:11]2[cH:12]1.[F:17][c:18]1[cH:19][c:20]([N:30]2[C:31](=[O:37])[O:32][CH:33]([CH2:35][NH2:36])[CH2:34]2)[cH:21][cH:22][c:23]1[N:24]1[CH2:25][CH2:26][S:27][CH2:28][CH2:29]1>>[CH3:1][O:2][c:3]1[cH:4][cH:5][c:6]2[cH:7][c:8]([C:14](=[O:16])[NH:36][CH2:35][CH:33]3[O:32][C:31](=[O:37])[N:30]([c:20]4[cH:19][c:18]([F:17])[c:23]([N:24]5[CH2:25][CH2:26][S:27][CH2:28][CH2:29]5)[cH:22][cH:21]4)[CH2:34]3)[c:9]([CH3:13])[n:10][c:11]2[cH:12]1. Reactants: CCC(C(=O)[O-])c1cccc(C(NC(=O)COc2ccccc2)c2cc(Cl)c3cccnc3c2O)c1, C1CCOC1, Cl, [Na+], [OH-]. Product: O=C(O)Cc1cccc(C(NC(=O)COc2ccccc2)c2cc(Cl)c3cccnc3c2O)c1. Reaction SMILES: [CH2:1]([CH3:2])[CH:3]([C:4](=[O:5])[O-:6])[c:7]1[cH:8][c:9]([CH:13]([NH:14][C:15]([CH2:16][O:17][c:18]2[cH:19][cH:20][cH:21][cH:22][cH:23]2)=[O:24])[c:25]2[cH:26][c:27]([Cl:36])[c:28]3[cH:29][cH:30][cH:31][n:32][c:33]3[c:34]2[OH:35])[cH:10][cH:11][cH:12]1.[CH2:40]1[O:41][CH2:42][CH2:43][CH2:44]1.[ClH:39].[Na+:38].[OH-:37]>>[CH2:3]([C:4](=[O:5])[OH:6])[c:7]1[cH:8][c:9]([CH:13]([NH:14][C:15]([CH2:16][O:17][c:18]2[cH:19][cH:20][cH:21][cH:22][cH:23]2)=[O:24])[c:25]2[cH:26][c:27]([Cl:36])[c:28]3[cH:29][cH:30][cH:31][n:32][c:33]3[c:34]2[OH:35])[cH:10][cH:11][cH:12]1. The reactants are CC(C)(C)OC(=O)Nc1ccc(Br)cn1, O=C([O-])[O-], CI, [Cs+], [Cs+], CN(C)C=O. The product is CN(C(=O)OC(C)(C)C)c1ccc(Br)cn1. RXN SMILES: [Br:1][c:2]1[cH:3][cH:4][c:5]([NH:8][C:9]([O:10][C:11]([CH3:12])([CH3:13])[CH3:14])=[O:15])[n:6][cH:7]1.[C:16](=[O:17])([O-:18])[O-:19].[CH3:22][I:23].[Cs+:20].[Cs+:21].[O:24]=[CH:25][N:26]([CH3:27])[CH3:28]>>[Br:1][c:2]1[cH:3][cH:4][c:5]([N:8]([C:9]([O:10][C:11]([CH3:12])([CH3:13])[CH3:14])=[O:15])[CH3:16])[n:6][cH:7]1. The reactants are OC=1C=C(C2=C(N=C(N2)CCC2=CC=CC=C2)C1)C(CC(=O)OCC)=O (ethyl 3-(6-hydroxy-2-(2-phenylethyl)benzimidazol-4-yl)-3-oxopropanoate), C([O-])(O)=O.[Na+] (sodium bicarbonate), [BH4-].[Na+] (sodium borohydride), Cl (hydrochloric acid). Solvent: O1CCCC1 (tetrahydrofuran), ice water. Run at time 3 hour. The product is Cl.OC=1C=C(C2=C(N=C(N2)CCC2=CC=CC=C2)C1)C(CC(=O)OCC)O (ethyl 3-(6-hydroxy-2-(2-phenylethyl)benzimidazol-4-yl)-3-hydroxypropanoate hydrochloride). Reaction SMILES: [OH:1][C:2]1[CH:3]=[C:4]([C:19](=[O:26])[CH2:20][C:21]([O:23][CH2:24][CH3:25])=[O:22])[C:5]2[NH:9][C:8]([CH2:10][CH2:11][C:12]3[CH:17]=[CH:16][CH:15]=[CH:14][CH:13]=3)=[N:7][C:6]=2[CH:18]=1.[BH4-].[Na+].[ClH:29].C(=O)(O)[O-].[Na+]>O1CCCC1>[ClH:29].[OH:1][C:2]1[CH:3]=[C:4]([CH:19]([OH:26])[CH2:20][C:21]([O:23][CH2:24][CH3:25])=[O:22])[C:5]2[NH:9][C:8]([CH2:10][CH2:11][C:12]3[CH:17]=[CH:16][CH:15]=[CH:14][CH:13]=3)=[N:7][C:6]=2[CH:18]=1 |f:1.2,4.5,7.8|. Procedure details: To a suspension of ethyl 3-(6-hydroxy-2-(2-phenylethyl)benzimidazol-4-yl)-3-oxopropanoate (800 mg) obtained in Inventive Example 42 in anhydrous tetrahydrofuran (16 mL), while cooling in an ice bath, was added sodium borohydride (26 mg) and the mixture was stirred at room temperature for 3 hours. The reaction solution was diluted with ice water (10 mL) and adjusted to pH 1 with 4 N hydrochloric acid. This was neutralized with saturated sodium bicarbonate aqueous solution, extracted with ethyl ac... Starting materials: OC=1C=C(C(=O)OC)C=C(C1)O (methyl 3,5-dihydroxybenzoate), C(C1=CC=CC=C1)Br (benzyl bromide). Yields the product OC=1C=C(C(=O)OC)C=C(C1)OCC1=CC=CC=C1 (3-Hydroxy-5-[phenylmethoxy]benzoic acid, methyl ester). As a reaction SMILES: [OH:1][C:2]1[CH:3]=[C:4]([CH:9]=[C:10]([OH:12])[CH:11]=1)[C:5]([O:7][CH3:8])=[O:6].[CH2:13](Br)[C:14]1[CH:19]=[CH:18][CH:17]=[CH:16][CH:15]=1>>[OH:1][C:2]1[CH:3]=[C:4]([CH:9]=[C:10]([O:12][CH2:13][C:14]2[CH:19]=[CH:18][CH:17]=[CH:16][CH:15]=2)[CH:11]=1)[C:5]([O:7][CH3:8])=[O:6]. Procedure details: The subtitle compound was prepared from methyl 3,5-dihydroxybenzoate (5 g) and benzyl bromide (3.6 ml) by the method of example 11 step (i). Purification was by chromatography eluting with 30% ethyl acetate in isohexane. Yield 2.31 g.